This data is from the Open Reaction Database (ORD), a public repository of structured organic reaction records. The task is: describe an organic reaction: reactants, conditions, products, and yield The reactants are CO, Cc1nc(-c2ccc(Cl)cc2)c(CCC(=O)O)o1. Yields the product COC(=O)CCc1oc(C)nc1-c1ccc(Cl)cc1. RXN SMILES: [CH3:19][OH:20].[Cl:1][c:2]1[cH:3][cH:4][c:5](-[c:8]2[n:9][c:10]([CH3:18])[o:11][c:12]2[CH2:13][CH2:14][C:15](=[O:16])[OH:17])[cH:6][cH:7]1>>[Cl:1][c:2]1[cH:3][cH:4][c:5](-[c:8]2[n:9][c:10]([CH3:18])[o:11][c:12]2[CH2:13][CH2:14][C:15](=[O:16])[O:17][CH3:19])[cH:6][cH:7]1.